This data is from the Open Reaction Database (ORD), a public repository of structured organic reaction records. The task is: describe an organic reaction: reactants, conditions, products, and yield The reactants are CN(C)C=O, FC(F)(F)Oc1ccc2[nH]c(-c3nc(CCl)co3)cc2c1, [H-], [Na+], Oc1ccc(CCCCn2ccnn2)cc1. Yields the product FC(F)(F)Oc1ccc2[nH]c(-c3nc(COc4ccc(CCCCn5ccnn5)cc4)co3)cc2c1. RXN SMILES: [CH:40]([N:41]([CH3:42])[CH3:43])=[O:44].[Cl:19][CH2:20][c:21]1[n:22][c:23](-[c:26]2[nH:27][c:28]3[cH:29][cH:30][c:31]([O:35][C:36]([F:37])([F:38])[F:39])[cH:32][c:33]3[cH:34]2)[o:24][cH:25]1.[H-:1].[Na+:2].[n:3]1([CH2:8][CH2:9][CH2:10][CH2:11][c:12]2[cH:13][cH:14][c:15]([OH:18])[cH:16][cH:17]2)[n:4][n:5][cH:6][cH:7]1>>[n:3]1([CH2:8][CH2:9][CH2:10][CH2:11][c:12]2[cH:13][cH:14][c:15]([O:18][CH2:20][c:21]3[n:22][c:23](-[c:26]4[nH:27][c:28]5[cH:29][cH:30][c:31]([O:35][C:36]([F:37])([F:38])[F:39])[cH:32][c:33]5[cH:34]4)[o:24][cH:25]3)[cH:16][cH:17]2)[n:4][n:5][cH:6][cH:7]1. The reactants are C(Cl)Cl (Methylene chloride), N1C=NC=C1 (Imidazole), C(#N)C1=CC=C(C=C1)C(CCC1=CC=C(C=C1)F)=O (1-(4-cyanophenyl)-3-(4-fluorophenyl)-1-propanone), O=S(Cl)Cl (SOCl2). Solvent: O1CCCC1 (tetrahydrofuran). Reaction conditions: time 10 minute. Product: C(#N)C1=CC=C(C=C1)C(=CCC1=CC=C(C=C1)F)N1C=NC=C1 (1-[1-(4-cyanophenyl)-3-(4-fluorophenyl)-1-propenyl]-1H-imidazole). RXN SMILES: [NH:1]1[CH:5]=[CH:4][N:3]=[CH:2]1.O=S(Cl)Cl.[C:10]([C:12]1[CH:17]=[CH:16][C:15]([C:18](=O)[CH2:19][CH2:20][C:21]2[CH:26]=[CH:25][C:24]([F:27])=[CH:23][CH:22]=2)=[CH:14][CH:13]=1)#[N:11].C(Cl)Cl>O1CCCC1>[C:10]([C:12]1[CH:13]=[CH:14][C:15]([C:18]([N:1]2[CH:5]=[CH:4][N:3]=[CH:2]2)=[CH:19][CH2:20][C:21]2[CH:22]=[CH:23][C:24]([F:27])=[CH:25][CH:26]=2)=[CH:16][CH:17]=1)#[N:11]. Procedure: Imidazole (0.55 g, 8 mmol) is dissolved in dry tetrahydrofuran. The solution is cooled on icebath and SOCl2 (0.16 ml, 2 mmol) is added dropwise to the cooled solution. The mixture is stirred for 10 min. 1-(4-cyanophenyl)-3-(4-fluorophenyl)-1-propanone (0.34 g, 1.3 mmol) is added and the mixture is stirred in room temperature for 4 days. Methylene chloride is added and tie mixture is washed with water. The organic layer is dried and the solvent is evaporated. The residue contains 35% of the produ... Reactants: OC1=C(C=O)C=CC(=C1)OCC1=CSC=C1 (2-hydroxy-4-(3-thienylmethoxy)benzaldehyde), [N+](=O)([O-])CC (nitroethane), C(C)(=O)[O-].[Na+] (sodium acetate), C(C)(=O)O (acetic acid). The solvent is O (water). Product: OC1=C(C#N)C=CC(=C1)OCC1=CSC=C1 (2-hydroxy-4-(3-thienylmethoxy)benzonitrile). As a reaction SMILES: [OH:1][C:2]1[CH:9]=[C:8]([O:10][CH2:11][C:12]2[CH:16]=[CH:15][S:14][CH:13]=2)[CH:7]=[CH:6][C:3]=1[CH:4]=O.[N+:17](CC)([O-])=O.C([O-])(=O)C.[Na+].C(O)(=O)C>O>[OH:1][C:2]1[CH:9]=[C:8]([O:10][CH2:11][C:12]2[CH:16]=[CH:15][S:14][CH:13]=2)[CH:7]=[CH:6][C:3]=1[C:4]#[N:17] |f:2.3|. Procedure details: A mixture of 2-hydroxy-4-(3-thienylmethoxy)benzaldehyde (7.7 g), nitroethane (4.74 mL), sodium acetate (5.4 g) and glacial acetic acid (6.6 mL) is heated at reflux for 14 hours. The mixture is then cooled, diluted with water (50 mL) and extracted with ethyl acetate (3×50 mL). The combined organic extracts are washed with saturated aqueous sodium bicarbonate solution (3×50 mL), dried over magnesium sulphate, and concentrated in vacuo. The resulting residue is subjected to flash chromatography on ...